This data is from the Open Reaction Database (ORD), a public repository of structured organic reaction records. The task is: describe an organic reaction: reactants, conditions, products, and yield Reactants: CCO, O=C1c2ccccc2C(=O)N1CCC1(COCc2cc(C(F)(F)F)cc(C(F)(F)F)c2)OCc2ccccc21, NN. The product is NCCC1(COCc2cc(C(F)(F)F)cc(C(F)(F)F)c2)OCc2ccccc21. As a reaction SMILES: [CH3:42][CH2:43][OH:44].[F:1][C:2]([c:3]1[cH:4][c:5]([CH2:6][O:7][CH2:8][C:9]2([CH2:18][CH2:19][N:20]3[C:21](=[O:22])[c:23]4[c:24]([cH:25][cH:26][cH:27][cH:28]4)[C:29]3=[O:30])[O:10][CH2:11][c:12]3[cH:13][cH:14][cH:15][cH:16][c:17]32)[cH:31][c:32]([C:34]([F:35])([F:36])[F:37])[cH:33]1)([F:38])[F:39].[NH2:40][NH2:41]>>[F:1][C:2]([c:3]1[cH:4][c:5]([CH2:6][O:7][CH2:8][C:9]2([CH2:18][CH2:19][NH2:20])[O:10][CH2:11][c:12]3[cH:13][cH:14][cH:15][cH:16][c:17]32)[cH:31][c:32]([C:34]([F:35])([F:36])[F:37])[cH:33]1)([F:38])[F:39].